From a dataset of the Open Reaction Database (ORD), a public repository of structured organic reaction records. describe an organic reaction: reactants, conditions, products, and yield Reactants: IN1C(CCC1=O)=O (N-iodosuccinimide), BrC=1C=C(C=2N(C1)N=CC2)OC (6-bromo-4-methoxypyrazolo[1,5-a]pyridine), IN1C(CCC1=O)=O (N-iodosuccinimide), IN1C(CCC1=O)=O (N-iodosuccinimide), IN1C(CCC1=O)=O (N-iodosuccinimide). The solvent is C(C)(=O)OCC (ethyl acetate), C(C)#N (acetonitrile). Reaction conditions: time 1 hour. The product is BrC=1C=C(C=2N(C1)N=CC2I)OC (6-bromo-3-iodo-4-methoxypyrazolo[1,5-a]pyridine). RXN SMILES: [Br:1][C:2]1[CH:3]=[C:4]([O:11][CH3:12])[C:5]2[N:6]([N:8]=[CH:9][CH:10]=2)[CH:7]=1.[I:13]N1C(=O)CCC1=O>C(#N)C.C(OCC)(=O)C>[Br:1][C:2]1[CH:3]=[C:4]([O:11][CH3:12])[C:5]2[N:6]([N:8]=[CH:9][C:10]=2[I:13])[CH:7]=1. Reported procedure: 6-bromo-4-methoxypyrazolo[1,5-a]pyridine (50.0 mg, 0.220 mmol) was dissolved in acetonitrile (2 ml). N-iodosuccinimide (49.5 mg, 0.220 mmol) was added and the mixture was stirred for 1 h, at which time LCMS indicated about 60% conversion. Additional N-iodosuccinimide (9.9 mg, 0.044 mmol) was added and the mixture was stirred for 30 minutes, at which time LCMS indicated about 80% conversion. Additional N-iodosuccinimide (9.9 mg, 0.044 mmol) was added and the mixture was stirred for 30 minutes, at...